This data is from the Open Reaction Database (ORD), a public repository of structured organic reaction records. The task is: describe an organic reaction: reactants, conditions, products, and yield The reactants are CCOC(C)=O, CC(O)C1CCC(c2cc(F)c(F)c(F)c2)N1C(=O)OC(C)(C)C, CCOC(C)=O, Cl. Product: CC(O)C1CCC(c2cc(F)c(F)c(F)c2)N1. Reaction SMILES: [C:1]([O:2][CH2:3][CH3:4])(=[O:5])[CH3:6].[C:8]([O:9][C:10](=[O:11])[N:15]1[CH:16]([CH:29]([CH3:30])[OH:31])[CH2:17][CH2:18][CH:19]1[c:20]1[cH:21][c:22]([F:28])[c:23]([F:27])[c:24]([F:26])[cH:25]1)([CH3:12])([CH3:13])[CH3:14].[CH3:32][CH2:33][O:34][C:35](=[O:36])[CH3:37].[ClH:7]>>[NH:15]1[CH:16]([CH:29]([CH3:30])[OH:31])[CH2:17][CH2:18][CH:19]1[c:20]1[cH:21][c:22]([F:28])[c:23]([F:27])[c:24]([F:26])[cH:25]1. Reactants: O=C([O-])[O-], CS(C)=O, N#Cc1cc(-c2c[nH]nc2-c2ccc(F)cc2)ccn1, [K+], [K+], O, OO. Yields the product NC(=O)c1cc(-c2c[nH]nc2-c2ccc(F)cc2)ccn1. As a reaction SMILES: [C:23]([O-:24])(=[O:25])[O-:26].[CH3:30][S:31]([CH3:32])=[O:33].[F:1][c:2]1[cH:3][cH:4][c:5](-[c:8]2[n:9][nH:10][cH:11][c:12]2-[c:13]2[cH:14][c:15]([C:19]#[N:20])[n:16][cH:17][cH:18]2)[cH:6][cH:7]1.[K+:27].[K+:28].[OH2:29].[OH:21][OH:22]>>[F:1][c:2]1[cH:3][cH:4][c:5](-[c:8]2[n:9][nH:10][cH:11][c:12]2-[c:13]2[cH:14][c:15]([C:19]([NH2:20])=[O:24])[n:16][cH:17][cH:18]2)[cH:6][cH:7]1. Reactants: C1(=CC=CC=C1)C(OCCN(CCCCN)C)C1=CC=CC=C1 (N-[2-(diphenylmethoxy)ethyl]-N-methyl-1,4-butanediamine), C(=O)(N1C=NC=C1)N1C=NC=C1 (1,1'-carbonyldiimidazole), N(C(=N)N)C=1SC=C(N1)CSCCN (2-[[(2-guanidino-4-thiazolyl)methyl]thio]ethaneamine). Product: C1(=CC=CC=C1)C(OCCN(C)CCCCNC(=O)NCCSCC=1N=C(SC1)NC(=N)N)C1=CC=CC=C1 (N-[4-[N-[2-(diphenylmethoxy)ethyl]-N-methylamino]butyl]-N'-[2-[[(2-guanidino-4-thiazolyl)methyl]thio]ethyl]urea). Reaction SMILES: [C:1]1([CH:7]([C:18]2[CH:23]=[CH:22][CH:21]=[CH:20][CH:19]=2)[O:8][CH2:9][CH2:10][N:11]([CH3:17])[CH2:12][CH2:13][CH2:14][CH2:15][NH2:16])[CH:6]=[CH:5][CH:4]=[CH:3][CH:2]=1.[C:24](N1C=CN=C1)(N1C=CN=C1)=[O:25].[NH:36]([C:40]1[S:41][CH:42]=[C:43]([CH2:45][S:46][CH2:47][CH2:48][NH2:49])[N:44]=1)[C:37]([NH2:39])=[NH:38]>>[C:1]1([CH:7]([C:18]2[CH:23]=[CH:22][CH:21]=[CH:20][CH:19]=2)[O:8][CH2:9][CH2:10][N:11]([CH2:12][CH2:13][CH2:14][CH2:15][NH:16][C:24]([NH:49][CH2:48][CH2:47][S:46][CH2:45][C:43]2[N:44]=[C:40]([NH:36][C:37]([NH2:39])=[NH:38])[S:41][CH:42]=2)=[O:25])[CH3:17])[CH:2]=[CH:3][CH:4]=[CH:5][CH:6]=1. Procedure details: Preparation is effected analogously to Example 63, using 0.37 g (1.2 mmol) of N-[2-(diphenylmethoxy)ethyl]-N-methyl-1,4-butanediamine and the equimolar amounts of 1,1'-carbonyldiimidazole and 2-[[(2-guanidino-4-thiazolyl)methyl]thio]ethaneamine as starting materials. Working up by chromatography analogously to Example 63 yields the purified title compound in the form of a viscous oil; MS (+FAB method): m/z (rel. int. [%])=570 ([M+H]+, 11), 167 (100); IR (KBr): 1644 cm-1 (C=O). For further analys...